Dataset: the Open Reaction Database (ORD), a public repository of structured organic reaction records. Task: describe an organic reaction: reactants, conditions, products, and yield Starting materials: FC(C(=O)O)(F)F.C(CCC)NC1=NC(=C2N=C(NC2=N1)OC)N (N2-Butyl-8-(methyloxy)-9H-purine-2,6-diamine trifluoroacetate), C([O-])([O-])=O.[K+].[K+] (potassium carbonate), BrCCCCl (1-bromo-3-chloropropane). Solvent: CN(C)C=O (DMF). Conditions: temperature 50 celsius, time 8 hour. The product is C(CCC)NC1=NC(=C2N=C(N(C2=N1)CCCCl)OC)N (N2-Butyl-9-(3-chloropropyl)-8-(methyloxy)-9H-purine-2,6-diamine). As a reaction SMILES: FC(F)(F)C(O)=O.[CH2:8]([NH:12][C:13]1[N:21]=[C:20]2[C:16]([N:17]=[C:18]([O:22][CH3:23])[NH:19]2)=[C:15]([NH2:24])[N:14]=1)[CH2:9][CH2:10][CH3:11].C(=O)([O-])[O-].[K+].[K+].Br[CH2:32][CH2:33][CH2:34][Cl:35]>CN(C=O)C>[CH2:8]([NH:12][C:13]1[N:21]=[C:20]2[C:16]([N:17]=[C:18]([O:22][CH3:23])[N:19]2[CH2:32][CH2:33][CH2:34][Cl:35])=[C:15]([NH2:24])[N:14]=1)[CH2:9][CH2:10][CH3:11] |f:0.1,2.3.4|. Procedure: N2-Butyl-8-(methyloxy)-9H-purine-2,6-diamine trifluoroacetate (701 mg, 2.001 mmol) and potassium carbonate (690 mg, 4.99 mmol) were suspended in DMF (10 ml) and the mixture heated at 50° C. under nitrogen for 2 hours. The mixture was allowed to cool and then 1-bromo-3-chloropropane (198 μl, 2.002 mmol) was added and the reaction mixture stirred at ambient temperature overnight. After 16 hours the reaction mixture was partitioned between water and DCM (25 ml of each). The aqueous phase was extrac... Reactants: C1COCCN1, CCO, [Na+], [OH-], Clc1ccc2[nH]nc(-c3ccccc3)c2c1. Product: Clc1ccc2c(c1)c(-c1ccccc1)nn2CN1CCOCC1. Reaction SMILES: [CH2:17]1[CH2:18][O:19][CH2:20][CH2:21][NH:22]1.[CH3:25][CH2:26][OH:27].[Na+:24].[OH-:23].[c:1]1(-[c:7]2[n:8][nH:9][c:10]3[cH:11][cH:12][c:13]([Cl:16])[cH:14][c:15]23)[cH:2][cH:3][cH:4][cH:5][cH:6]1>>[c:1]1(-[c:7]2[n:8][n:9]([CH2:25][N:22]3[CH2:17][CH2:18][O:19][CH2:20][CH2:21]3)[c:10]3[cH:11][cH:12][c:13]([Cl:16])[cH:14][c:15]23)[cH:2][cH:3][cH:4][cH:5][cH:6]1. Reactants: CI, [H-], [Na+], C1CCOC1, COC(=O)Cc1ccc(O)cc1. The product is COC(=O)Cc1ccc(OC)cc1. RXN SMILES: [CH3:15][I:16].[H-:13].[Na+:14].[O:17]1[CH2:18][CH2:19][CH2:20][CH2:21]1.[OH:1][c:2]1[cH:3][cH:4][c:5]([CH2:8][C:9](=[O:10])[O:11][CH3:12])[cH:6][cH:7]1>>[O:1]([c:2]1[cH:3][cH:4][c:5]([CH2:8][C:9](=[O:10])[O:11][CH3:12])[cH:6][cH:7]1)[CH3:15]. The reactants are CC(C)(C)C#Cc1ccc2c(c1)C1(COC(N)=N1)c1cc(-c3cncnc3)ccc1O2, O=C(O)C(F)(F)F, O. Product: CC(C)(C)CC(=O)c1ccc2c(c1)C1(COC(N)=N1)c1cc(-c3cncnc3)ccc1O2. Reaction SMILES: [CH3:1][C:2]([C:3]#[C:4][c:5]1[cH:6][c:7]2[c:8]([cH:9][cH:10]1)[O:11][c:12]1[cH:13][cH:14][c:15](-[c:24]3[cH:25][n:26][cH:27][n:28][cH:29]3)[cH:16][c:17]1[C:18]21[N:19]=[C:20]([NH2:23])[O:21][CH2:22]1)([CH3:30])[CH3:31].[F:33][C:34]([F:35])([F:36])[C:37]([OH:38])=[O:39].[OH2:32]>>[CH3:1][C:2]([CH2:3][C:4]([c:5]1[cH:6][c:7]2[c:8]([cH:9][cH:10]1)[O:11][c:12]1[cH:13][cH:14][c:15](-[c:24]3[cH:25][n:26][cH:27][n:28][cH:29]3)[cH:16][c:17]1[C:18]21[N:19]=[C:20]([NH2:23])[O:21][CH2:22]1)=[O:32])([CH3:30])[CH3:31].